This data is from the Open Reaction Database (ORD), a public repository of structured organic reaction records. The task is: describe an organic reaction: reactants, conditions, products, and yield Procedure details: Acryloyl chloride (45.3 g, 0.5 mole) was dissolved in 50 g (0.63 mole) of pyridine anhydride in a reaction vessel. The exothermic reaction was cooled by placing the reaction vessel in a liquid nitrogen-isopropyl alcohol bath. Thereafter, 193 g (0.63 mole) of 1,1,1-tris(4-hydroxy phenyl)ethane was added dropwise to the reaction mixture and stirred. After the addition of 1,1,1-tris(4-hydroxy phenyl)ethane, the reaction vessel was removed from the cooling bath, and the reaction was stirred at room ... The reactants are OC1=CC=C(C=C1)C(C)(C1=CC=C(C=C1)O)C1=CC=C(C=C1)O (1,1,1-tris(4-hydroxy phenyl)ethane), C(C=C)(=O)Cl (Acryloyl chloride), pyridine anhydride, OC1=CC=C(C=C1)C(C)(C1=CC=C(C=C1)O)C1=CC=C(C=C1)O (1,1,1-tris(4-hydroxy phenyl)ethane). Reaction SMILES: [C:1](Cl)(=[O:4])[CH:2]=[CH2:3].OC1C=CC([C:13]([C:22]2[CH:27]=[CH:26][C:25]([OH:28])=[CH:24][CH:23]=2)([C:15]2[CH:20]=[CH:19][C:18]([OH:21])=[CH:17][CH:16]=2)[CH3:14])=CC=1>>[C:1]([CH2:14][C:13]([O:21][C:18]1[CH:19]=[CH:20][CH:15]=[CH:16][CH:17]=1)([C:22]1[CH:27]=[CH:26][C:25]([OH:28])=[CH:24][CH:23]=1)[C:15]1[CH:20]=[CH:19][C:18]([OH:21])=[CH:17][CH:16]=1)(=[O:4])[CH:2]=[CH2:3]. Product: C(C=C)(=O)CC(C1=CC=C(C=C1)O)(C1=CC=C(C=C1)O)OC1=CC=CC=C1 (acryloyl phenoxy bis(-4-hydroxy phenyl)ethane). The yield is 85.0%.